The task is: describe an organic reaction: reactants, conditions, products, and yield. This data is from the Open Reaction Database (ORD), a public repository of structured organic reaction records. Starting materials: C1CCOC1, [H-], [Na+], FC(F)(F)c1cccc(OCC2CO2)c1, OCc1ccccc1. Product: OC(COCc1ccccc1)COc1cccc(C(F)(F)F)c1. As a reaction SMILES: [CH2:26]1[O:27][CH2:28][CH2:29][CH2:30]1.[H-:1].[Na+:2].[O:11]1[CH2:12][CH:13]1[CH2:14][O:15][c:16]1[cH:17][c:18]([C:22]([F:23])([F:24])[F:25])[cH:19][cH:20][cH:21]1.[OH:3][CH2:4][c:5]1[cH:6][cH:7][cH:8][cH:9][cH:10]1>>[O:3]([CH2:4][c:5]1[cH:6][cH:7][cH:8][cH:9][cH:10]1)[CH2:12][CH:13]([OH:11])[CH2:14][O:15][c:16]1[cH:17][c:18]([C:22]([F:23])([F:24])[F:25])[cH:19][cH:20][cH:21]1. The reactants are BH3, C(C)(C)(C)OC(=O)N1C(CN(CC1)CC1=C2C=CN(C2=CC=C1)S(=O)(=O)C1=CC=CC=C1)C(=O)O (1-(tert-butoxycarbonyl)-4-{[1-(phenylsulfonyl)-1H-indol-4-yl]methyl}piperazine-2-carboxylic acid), C(C)(C)(C)OC(=O)N1C(CN(CC1)CC1=C2C=CN(C2=CC=C1)S(=O)(=O)C1=CC=CC=C1)C(=O)O (1-(tert-butoxycarbonyl)-4-{[1-(phenylsulfonyl)-1H-indol-4-yl]methyl}piperazine-2-carboxylic acid), C(=O)(C(F)(F)F)O (TFA), O (water). Run in C1CCOC1 (THF), C1CCOC1 (THF). Conditions: time 2 day. Yields the product FC(C(=O)O)(F)F.FC(C(=O)O)(F)F.C1(=CC=CC=C1)S(=O)(=O)N1C=CC2=C(C=CC=C12)CN1CC(NCC1)CO ((4-{[1-(Phenylsulfonyl)-1H-indol-4-yl]methyl}piperazin-2-yl)methanol bis(trifluoroacetate)). RXN SMILES: C(OC([N:8]1[CH2:13][CH2:12][N:11]([CH2:14][C:15]2[CH:23]=[CH:22][CH:21]=[C:20]3[C:16]=2[CH:17]=[CH:18][N:19]3[S:24]([C:27]2[CH:32]=[CH:31][CH:30]=[CH:29][CH:28]=2)(=[O:26])=[O:25])[CH2:10][CH:9]1[C:33](O)=[O:34])=O)(C)(C)C.[C:36]([OH:42])([C:38]([F:41])([F:40])[F:39])=[O:37].O>C1COCC1>[F:39][C:38]([F:41])([F:40])[C:36]([OH:42])=[O:37].[F:39][C:38]([F:41])([F:40])[C:36]([OH:42])=[O:37].[C:27]1([S:24]([N:19]2[C:20]3[C:16](=[C:15]([CH2:14][N:11]4[CH2:12][CH2:13][NH:8][CH:9]([CH2:33][OH:34])[CH2:10]4)[CH:23]=[CH:22][CH:21]=3)[CH:17]=[CH:18]2)(=[O:26])=[O:25])[CH:28]=[CH:29][CH:30]=[CH:31][CH:32]=1 |f:4.5.6|. Reported procedure: 1M BH3 in THF (0.2 mL, 0.2 mmol) was added dropwise to a solution of 1-(tert-butoxycarbonyl)-4-{[1-(phenylsulfonyl)-1H-indol-4-yl]methyl}piperazine-2-carboxylic acid (0.010 g, 0.020 mmol, Intermediate 51) in THF (0.5 mL) and the mixture was stirred for 2 days at room temperature. TFA (1 mL) and water (0.5 mL) were added and the mixture was stirred overnight. The mixture was evaporated and dissolved in MeOH, filtered and purified by reversed phase preparative HPLC using ACE Prep UV C8 150×30 mm, ... The reactants are CCOC(=O)C1CCC(CC)N1C(=O)C(CC(C)C)NC(=O)OC(C)(C)C, CCO, [Li+], [OH-]. Product: CCC1CCC(C(=O)O)N1C(=O)C(CC(C)C)NC(=O)OC(C)(C)C. RXN SMILES: [C:1]([CH3:2])([CH3:3])([CH3:4])[O:5][C:6](=[O:7])[NH:8][CH:9]([CH2:10][CH:11]([CH3:12])[CH3:13])[C:14](=[O:15])[N:16]1[CH:17]([C:18](=[O:19])[O:20][CH2:21][CH3:22])[CH2:23][CH2:24][CH:25]1[CH2:26][CH3:27].[CH3:30][CH2:31][OH:32].[Li+:29].[OH-:28]>>[C:1]([CH3:2])([CH3:3])([CH3:4])[O:5][C:6](=[O:7])[NH:8][CH:9]([CH2:10][CH:11]([CH3:12])[CH3:13])[C:14](=[O:15])[N:16]1[CH:17]([C:18](=[O:19])[OH:20])[CH2:23][CH2:24][CH:25]1[CH2:26][CH3:27]. Starting materials: CCOC(=O)c1ccc2c(c1)C(O)C(C)(C)C(c1cc(Br)cc(OC)c1)N2, CC[SiH](CC)CC, O=C(O)C(F)(F)F. Product: CCOC(=O)c1ccc2c(c1)CC(C)(C)C(c1cc(Br)cc(OC)c1)N2. As a reaction SMILES: [CH2:1]([CH3:2])[O:3][C:4](=[O:5])[c:6]1[cH:7][c:8]2[c:13]([cH:14][cH:15]1)[NH:12][CH:11]([c:16]1[cH:17][c:18]([Br:24])[cH:19][c:20]([O:22][CH3:23])[cH:21]1)[C:10]([CH3:25])([CH3:26])[CH:9]2[OH:27].[CH2:28]([SiH:29]([CH2:30][CH3:31])[CH2:32][CH3:33])[CH3:34].[OH:35][C:36]([C:37]([F:38])([F:39])[F:40])=[O:41]>>[CH2:1]([CH3:2])[O:3][C:4](=[O:5])[c:6]1[cH:7][c:8]2[c:13]([cH:14][cH:15]1)[NH:12][CH:11]([c:16]1[cH:17][c:18]([Br:24])[cH:19][c:20]([O:22][CH3:23])[cH:21]1)[C:10]([CH3:25])([CH3:26])[CH2:9]2. Starting materials: ClC1=CC=C(C=C1)C=C1C(CCCC1)=O (2-(p-chlorophenylmethylene)-cyclohexan-1-one), COC(=O)NN (N-methoxycarbonyl hydrazine). The solvent is C(C)(C)O (isopropanol). Product: COC(=O)NN=C1C(CCCC1)=CC1=CC=C(C=C1)Cl (N-(methoxycarbonyl)-N'-[2-(p-chlorophenylmethylene)-cyclohexylidene]-hydrazine). The yield is 93.2%. As a reaction SMILES: [Cl:1][C:2]1[CH:7]=[CH:6][C:5]([CH:8]=[C:9]2[CH2:14][CH2:13][CH2:12][CH2:11][C:10]2=O)=[CH:4][CH:3]=1.[CH3:16][O:17][C:18]([NH:20][NH2:21])=[O:19]>C(O)(C)C>[CH3:16][O:17][C:18]([NH:20][N:21]=[C:10]1[CH2:11][CH2:12][CH2:13][CH2:14][C:9]1=[CH:8][C:5]1[CH:6]=[CH:7][C:2]([Cl:1])=[CH:3][CH:4]=1)=[O:19]. Procedure: 33.32 g (0.151 moles) of 2-(p-chlorophenylmethylene)-cyclohexan-1-one and 13.5 g (0.151 moles) of N-methoxycarbonyl hydrazine are dissolved in 230 ml of isopropanol. The reaction mixture is boiled for a few hours, then cooled, clarified with activated carbon, filtered, the filtrate is cooled and the separated crystals are filtered off. 41.2 g of the named compound are obtained. Yield: 93.2%. M.p.: 160.5°-162° C.